The task is: describe an organic reaction: reactants, conditions, products, and yield. This data is from the Open Reaction Database (ORD), a public repository of structured organic reaction records. Starting materials: BrC1=C(C=2C(=NC(=C(C2NS(=O)(=O)C2=CC(=CC=C2)Cl)C(=O)OCC)C)S1)C (ethyl 2-bromo-4-{[(3-chlorophenyl)sulfonyl]amino}-3,6-dimethylthieno[2,3-b]pyridine-5-carboxylate), O(C(C)(C)C)C(=O)N1N=CC(=C1)B(O)O (1-tert-butoxylcarbonyl-1H-pyrazole-4-boronic acid), pinacol ester, C([O-])([O-])=O.[K+].[K+] (potassium carbonate). Reagents/catalysts: C=1C=CC(=CC1)[P](C=2C=CC=CC2)(C=3C=CC=CC3)[Pd]([P](C=4C=CC=CC4)(C=5C=CC=CC5)C=6C=CC=CC6)([P](C=7C=CC=CC7)(C=8C=CC=CC8)C=9C=CC=CC9)[P](C=1C=CC=CC1)(C=1C=CC=CC1)C=1C=CC=CC1 (tetrakis(triphenylphosphine)palladium(0)). Run in O1CCOCC1 (1,4-dioxane), CN(C)C=O (DMF), O (water). Conditions: temperature 100 celsius. Product: ClC=1C=C(C=CC1)S(=O)(=O)NC1=C2C(=NC(=C1C(=O)OCC)C)SC(=C2C)C=2C=NNC2 (Ethyl 4-{[(3-chlorophenyl)sulfonyl]amino}-3,6-dimethyl-2-(1H-pyrazol-4-yl)thieno[2,3-b]pyridine-5-carboxylate). RXN SMILES: Br[C:2]1[S:27][C:5]2=[N:6][C:7]([CH3:26])=[C:8]([C:21]([O:23][CH2:24][CH3:25])=[O:22])[C:9]([NH:10][S:11]([C:14]3[CH:19]=[CH:18][CH:17]=[C:16]([Cl:20])[CH:15]=3)(=[O:13])=[O:12])=[C:4]2[C:3]=1[CH3:28].O(C([N:36]1[CH:40]=[C:39](B(O)O)[CH:38]=[N:37]1)=O)C(C)(C)C.C(=O)([O-])[O-].[K+].[K+]>O1CCOCC1.CN(C=O)C.O.C1C=CC([P]([Pd]([P](C2C=CC=CC=2)(C2C=CC=CC=2)C2C=CC=CC=2)([P](C2C=CC=CC=2)(C2C=CC=CC=2)C2C=CC=CC=2)[P](C2C=CC=CC=2)(C2C=CC=CC=2)C2C=CC=CC=2)(C2C=CC=CC=2)C2C=CC=CC=2)=CC=1>[Cl:20][C:16]1[CH:15]=[C:14]([S:11]([NH:10][C:9]2[C:8]([C:21]([O:23][CH2:24][CH3:25])=[O:22])=[C:7]([CH3:26])[N:6]=[C:5]3[S:27][C:2]([C:39]4[CH:40]=[N:36][NH:37][CH:38]=4)=[C:3]([CH3:28])[C:4]=23)(=[O:13])=[O:12])[CH:19]=[CH:18][CH:17]=1 |f:2.3.4,^1:65,67,86,105|. Procedure details: A mixture of ethyl 2-bromo-4-{[(3-chlorophenyl)sulfonyl]amino}-3,6-dimethylthieno[2,3-b]pyridine-5-carboxylate (Description 63) (350 mg, 0.695 mmol), 1-tert-butoxylcarbonyl-1H-pyrazole-4-boronic acid, pinacol ester (221 mg, 0.751 mmol), tetrakis(triphenylphosphine)palladium(0) (40.1 mg, 0.035 mmol) and potassium carbonate (288 mg, 2.084 mmol) in 1,4-dioxane (1.5 mL), DMF (1.5 mL) and water (0.5 mL) was heated at 100° C. overnight (ca. 16 h). The reaction mixture was cooled to RT, filtered throug... The reactants are NC1=C(C=CC=C1)C1NC2=CC=C(C=C2CC1(C)C)C(=O)OC (methyl 2-(2-aminophenyl)-3,3-dimethyl-1,2,3,4-tetrahydroquinoline-6-carboxylate), FC=1C=C(C=CC1)S(=O)(=O)Cl (3-fluorobenzene-1-sulfonyl chloride). Run in ClCCl (dichloro methane), ClCCl (dichloromethane), N1=CC=CC=C1 (pyridine). Conditions: time 6 hour. Product: FC=1C=C(C=CC1)S(=O)(=O)NC1=C(C=CC=C1)C1NC2=CC=C(C=C2CC1(C)C)C(=O)OC (methyl 2-(2-(3-fluorophenylsulfonamido)phenyl)-3,3-dimethyl-1,2,3,4-tetrahydroquinoline-6-carboxylate). The yield is 131.7%. RXN SMILES: [NH2:1][C:2]1[CH:7]=[CH:6][CH:5]=[CH:4][C:3]=1[CH:8]1[C:17]([CH3:19])([CH3:18])[CH2:16][C:15]2[C:10](=[CH:11][CH:12]=[C:13]([C:20]([O:22][CH3:23])=[O:21])[CH:14]=2)[NH:9]1.[F:24][C:25]1[CH:26]=[C:27]([S:31](Cl)(=[O:33])=[O:32])[CH:28]=[CH:29][CH:30]=1>N1C=CC=CC=1.ClCCl>[F:24][C:25]1[CH:26]=[C:27]([S:31]([NH:1][C:2]2[CH:7]=[CH:6][CH:5]=[CH:4][C:3]=2[CH:8]2[C:17]([CH3:18])([CH3:19])[CH2:16][C:15]3[C:10](=[CH:11][CH:12]=[C:13]([C:20]([O:22][CH3:23])=[O:21])[CH:14]=3)[NH:9]2)(=[O:33])=[O:32])[CH:28]=[CH:29][CH:30]=1. Procedure details: To a stirred solution of methyl 2-(2-aminophenyl)-3,3-dimethyl-1,2,3,4-tetrahydroquinoline-6-carboxylate (1.0 g, 3.22 mmol, 1.0 eq.) in pyridine (5 mL) and dichloro methane (20 mL) at 0° C. was dropwise a solution of 3-fluorobenzene-1-sulfonyl chloride (940 mg, 4.83 mmol, 1.5 eq.) in dichloromethane (30 mL). The mixture was stirred at room temperature for 6 h. Thin layer chromatography and LC-MS showed reaction completed. The mixture was quenched with 50 mL water and extracted with ethyl acetate... Reactants: NC=1SC=C(C1S(=O)(=O)N)COCOC (2-amino-4-[(methoxymethoxy)methyl]-3-thiophenesulfonamide), CSC(=C1C(C2=CC=CC=C2[C@@](C1=O)(C)CCC(C)(C)C)=O)SC ((4R)-2-[bis(methylthio)methylene]-4-(3,3-dimethylbutyl)-4-methylnaphthalene-1,3(2H,4H)-dione). Run in C1(=CC=CC=C1)C (toluene). The product is CC(CC[C@]1(C(C(=C(C2=CC=CC=C12)O)C1=NS(C2=C(N1)SC=C2COCOC)(=O)=O)=O)C)(C)C ((1R)-1-(3,3-dimethylbutyl)-4-hydroxy-3-{7-[(methoxymethoxy)methyl]-1,1-dioxido-4H-thieno[2,3-e][1,2,4]thiadiazin-3-yl}-1-methylnaphthalen-2(1H)-one). The yield is 84.7%. Reaction SMILES: [NH2:1][C:2]1[S:3][CH:4]=[C:5]([CH2:11][O:12][CH2:13][O:14][CH3:15])[C:6]=1[S:7]([NH2:10])(=[O:9])=[O:8].CS[C:18](SC)=[C:19]1[C:28](=[O:29])[C@@:27]([CH2:31][CH2:32][C:33]([CH3:36])([CH3:35])[CH3:34])([CH3:30])[C:26]2[C:21](=[CH:22][CH:23]=[CH:24][CH:25]=2)[C:20]1=[O:37]>C1(C)C=CC=CC=1>[CH3:34][C:33]([CH3:36])([CH3:35])[CH2:32][CH2:31][C@:27]1([CH3:30])[C:26]2[C:21](=[CH:22][CH:23]=[CH:24][CH:25]=2)[C:20]([OH:37])=[C:19]([C:18]2[NH:1][C:2]3[S:3][CH:4]=[C:5]([CH2:11][O:12][CH2:13][O:14][CH3:15])[C:6]=3[S:7](=[O:8])(=[O:9])[N:10]=2)[C:28]1=[O:29]. Procedure: A solution of the product of Example 10E (2.02 g, 7.9 mmol) and the product of Example 49E (2.49 g, 6.9 mmol) in 200 mL of toluene was warmed to reflux for 5 h, cooled, and concentrated in vacuo. The crude material was chromatographed on silica gel with methanol/dichloromethane (1:99) to afford the title compound (3.03 g, 85% yield). 1H NMR (300 MHz, DMSO-d6) δ ppm 0.39 (td, J=12.59, 3.13 Hz, 1H) 0.72 (s, 9H) 0.82 (m, 1H) 1.57 (s, 3H) 2.04 (m, 1H) 2.22 (td, J=12.69, 4.41 Hz, 1H) 3.33 (s, 3H) 4.6... Reactants: COC1=CC=C(C=C1)C(C1=CC=CC=C1)(C1=CC=C(C=C1)OC)NC=1OC(C([C@@](N1)(C)C1=C(C=CC(=C1)Br)F)(F)F)(C)C ([bis-(4-methoxy-phenyl)-phenyl-methyl]-[(R)-4-(5-bromo-2-fluoro-phenyl)-5,5-difluoro-4,6,6-trimethyl-5,6-dihydro-4H-[1,3]oxazin-2-yl]-amine), C1(CCCC1)N (cyclopentylamine). Product: COC1=CC=C(C=C1)C(C1=CC=CC=C1)(C1=CC=C(C=C1)OC)NC=1OC(C([C@@](N1)(C)C1=C(C=CC(=C1)NC1CCCC1)F)(F)F)(C)C ([Bis-(4-methoxy-phenyl)-phenyl-methyl]-[(R)-4-(5-cyclopentylamino-2-fluoro-phenyl)-5,5-difluoro-4,6,6-trimethyl-5,6-dihydro-4H-[1,3]oxazin-2-yl]-amine). Isolated yield 92.0%. As a reaction SMILES: [CH3:1][O:2][C:3]1[CH:8]=[CH:7][C:6]([C:9]([NH:24][C:25]2[O:26][C:27]([CH3:43])([CH3:42])[C:28]([F:41])([F:40])[C@:29]([C:32]3[CH:37]=[C:36](Br)[CH:35]=[CH:34][C:33]=3[F:39])([CH3:31])[N:30]=2)([C:16]2[CH:21]=[CH:20][C:19]([O:22][CH3:23])=[CH:18][CH:17]=2)[C:10]2[CH:15]=[CH:14][CH:13]=[CH:12][CH:11]=2)=[CH:5][CH:4]=1.[CH:44]1([NH2:49])[CH2:48][CH2:47][CH2:46][CH2:45]1>>[CH3:1][O:2][C:3]1[CH:8]=[CH:7][C:6]([C:9]([NH:24][C:25]2[O:26][C:27]([CH3:43])([CH3:42])[C:28]([F:41])([F:40])[C@:29]([C:32]3[CH:37]=[C:36]([NH:49][CH:44]4[CH2:48][CH2:47][CH2:46][CH2:45]4)[CH:35]=[CH:34][C:33]=3[F:39])([CH3:31])[N:30]=2)([C:16]2[CH:21]=[CH:20][C:19]([O:22][CH3:23])=[CH:18][CH:17]=2)[C:10]2[CH:15]=[CH:14][CH:13]=[CH:12][CH:11]=2)=[CH:5][CH:4]=1. Reported procedure: In a manner analogous to that described in Example 3 a), the amination of [bis-(4-methoxy-phenyl)-phenyl-methyl]-[(R)-4-(5-bromo-2-fluoro-phenyl)-5,5-difluoro-4,6,6-trimethyl-5,6-dihydro-4H-[1,3]oxazin-2-yl]-amine (intermediate C4.1) with cyclopentylamine yielded the title compound (92% yield) as a yellow waxy solid. MS (ISP): m/z=658.4 [M+H]+. The reactants are ClP1(=NP(=NP(=N1)(Cl)Cl)(Cl)Cl)Cl (hexachlorocyclotriphosphazene), ClP1(=NP(=NP(=N1)(Cl)Cl)(Cl)Cl)Cl (hexachlorocyclotriphosphazene), C1(=CC=CC=C1)C (toluene). Reaction conditions: temperature 25 celsius, time 6 hour. The product is C(C(C)=C)P1(=NP(=NP(=N1)(CC(C)=C)CC(C)=C)(CC(C)=C)CC(C)=C)CC(C)=C (hexamethallylcyclotriphosphazene). As a reaction SMILES: Cl[P:2]1(Cl)[N:7]=[P:6](Cl)(Cl)[N:5]=[P:4](Cl)(Cl)[N:3]=1.[C:13]1([CH3:19])[CH:18]=CC=C[CH:14]=1>>[CH2:14]([P:2]1([CH2:19][C:13](=[CH2:14])[CH3:18])[N:7]=[P:6]([CH2:14][C:13](=[CH2:19])[CH3:18])([CH2:14][C:13](=[CH2:19])[CH3:18])[N:5]=[P:4]([CH2:18][C:13](=[CH2:14])[CH3:19])([CH2:14][C:13](=[CH2:19])[CH3:18])[N:3]=1)[C:13](=[CH2:19])[CH3:18]. Procedure: Furthermore, into the 5-liter flask as described above is put a solution of hexachlorocyclotriphosphazene in toluene (700 g (6.0 unit mol) of hexachlorocyclotriphosphazene, 3,500 mL of toluene). The slurry solution of 2-methyl-2-proper-1-ol sodium salt is added dropwise thereto at 5° C. or lower over 6 hours, followed by warming to 25° C. and stirring for 4 hours, to obtain a solution of hexamethallylcyclotriphosphazene. Reactants: [OH-].[Na+] (sodium hydroxide), N1C(=NC=C1)C(=O)C(CO)CCO (2-Imidazoyl-1,4-butanediol), NCC(=O)O (glycine), C1=CC(=C[N+](=C1)[C@H]2[C@@H]([C@@H]([C@H](O2)COP(=O)([O-])OP(=O)(O)OC[C@@H]3[C@H]([C@H]([C@@H](O3)N4C=NC5=C4N=CN=C5N)O)O)O)O)C(=O)N (β-NAD+), [OH-].[Na+] (sodium hydroxide), NCC(=O)O (Glycine), COC=1C=CC(=CC1)C=O (anisaldehyde), [OH-].[Na+] (sodium hydroxide), [OH-].[Na+] (sodium hydroxide), alcohol. Run in CC(=O)C (acetone), C(C)O (ethanol), O (water), C(Cl)Cl (methylene chloride). Yields the product N1C(=NC=C1)C(=O)[C@@H]1C(=O)OCC1 ((2R)-2-imidazoylbutyrolactone). As a reaction SMILES: NCC(O)=O.[OH-].[Na+].[NH:8]1[CH:12]=[CH:11][N:10]=[C:9]1[C:13]([CH:15]([CH2:18][CH2:19][OH:20])[CH2:16][OH:17])=[O:14].C1C=[N+]([C@@H]2O[C@H](COP(OP(OC[C@H]3O[C@@H](N4C5N=CN=C(N)C=5N=C4)[C@H](O)[C@@H]3O)(O)=O)([O-])=O)[C@@H](O)[C@H]2O)C=C(C(N)=O)C=1.COC1C=CC(C=O)=CC=1>O.CC(C)=O.C(O)C.C(Cl)Cl>[NH:8]1[CH:12]=[CH:11][N:10]=[C:9]1[C:13]([C@H:15]1[CH2:18][CH2:19][O:20][C:16]1=[O:17])=[O:14] |f:1.2|. Reported procedure: Glycine (18.8 grams) is dissolved in 2 liters of deionized water, and the pH is adjusted by the addition of 10% sodium hydroxide to 9.0. 2-Imidazoyl-1,4-butanediol (10.0 grams) is dissolved in 150 ml of acetone added to the glycine solution with stirring, followed by the addition of β-NAD+ (Sigma, 0.5 grams). To the resulting solution is added horse liver alcohol dehydrogenase (Sigma, 250 mg, approximately 400 units). After the enzyme has dissolved the pH is readjusted to 9.0 with 10% sodium hyd... Reactants: C(C)(C)(C)OC(=O)N[C@H](C(=O)OCC1=CC=CC=C1)C(CO)(C)C ((S)-benzyl 2-(tert-butoxycarbonylamino)-4-hydroxy-3,3-dimethylbutanoate), C(C)(=O)OC(C)=O (acetic anhydride). The reagents and catalysts are CN(C)C=1C=CN=CC1 (DMAP). The solvent is C(Cl)Cl (DCM), CCOC(=O)C (EtOAc). Conditions: time 16 hour. Product: C(C)(=O)OCC([C@@H](C(=O)OCC1=CC=CC=C1)NC(=O)OC(C)(C)C)(C)C ((S)-benzyl 4-acetoxy-2-(tert-butoxycarbonylamino)-3,3-dimethylbutanoate). Isolated yield 91.9%. RXN SMILES: [C:1]([O:5][C:6]([NH:8][C@@H:9]([C:20]([CH3:24])([CH3:23])[CH2:21][OH:22])[C:10]([O:12][CH2:13][C:14]1[CH:19]=[CH:18][CH:17]=[CH:16][CH:15]=1)=[O:11])=[O:7])([CH3:4])([CH3:3])[CH3:2].[C:25](OC(=O)C)(=[O:27])[CH3:26]>C(Cl)Cl.CN(C1C=CN=CC=1)C.CCOC(C)=O>[C:25]([O:22][CH2:21][C:20]([CH3:24])([CH3:23])[C@H:9]([NH:8][C:6]([O:5][C:1]([CH3:4])([CH3:3])[CH3:2])=[O:7])[C:10]([O:12][CH2:13][C:14]1[CH:15]=[CH:16][CH:17]=[CH:18][CH:19]=1)=[O:11])(=[O:27])[CH3:26]. Procedure: To a solution of (S)-benzyl 2-(tert-butoxycarbonylamino)-4-hydroxy-3,3-dimethylbutanoate (0.3 g) in DCM (3 mL) was added DMAP (0.109 g, 0.889 mmol) and acetic anhydride (0.084 mL, 0.889 mmol). The reaction mixture was stirred at rt for 16 hrs, then diluted with EtOAc, washed with sat. NaHCO3, water, sat. NaCl, dried over anhydrous Na2SO4, filtered and concentrated to yield an oil. The crude product was purified by silica gel chromatography (0-100% EtOAc in hexane) to yield (S)-benzyl 4-acetoxy-2... Procedure: 4-(2-Thienyl)butyric acid (28.42 g, 167 mmol) was placed in a round bottom flask with acetic anhydride (30 mL) and phosphoric acid (0.6 mL), and heated to reflux for 3.2 hours. The reaction mixture was poured into 100 mL of water, extracted with ethyl acetate, washed with brine, dried over MgSO4, and concentrated in vacuo to give a brown oil (22.60 g) which was vacuum distilled (1 mm Hg, 107°-115° C.) to give a white solid (13.08 g, 51%): mp 34°-40° C.); 1H NMR (CDCl3) 300 MHz 7.29 (d, J=5.2 Hz,... As a reaction SMILES: [S:1]1[CH:5]=[CH:4][CH:3]=[C:2]1[CH2:6][CH2:7][CH2:8][C:9]([OH:11])=O.C(OC(=O)C)(=O)C.P(=O)(O)(O)O>O>[CH2:7]1[CH2:8][C:9](=[O:11])[C:3]2[CH:4]=[CH:5][S:1][C:2]=2[CH2:6]1. Yields the product C1CC2=C(C=CS2)C(=O)C1 (4-keto-4,5,6,7-tetrahydrothianaphthene). Run in O (water). Reactants: S1C(=CC=C1)CCCC(=O)O (4-(2-Thienyl)butyric acid), C(C)(=O)OC(C)=O (acetic anhydride), P(O)(O)(O)=O (phosphoric acid). The yield is 88.9%.